This data is from the Open Reaction Database (ORD), a public repository of structured organic reaction records. The task is: describe an organic reaction: reactants, conditions, products, and yield Starting materials: [H-].[H-].[H-].[H-].[Li+].[Al+3] (LiAlH4), C(C)OC(=O)C=1N=C2N(C=CC(=C2)NC(=O)C2=CC=3C(=NC=C(C3)C(F)(F)F)N2CC2=CC(=CC=C2)F)C1 (N-[2-(ethyloxycarbonyl)imidazo[1,2-a]pyrid-7-yl]-5-trifluoromethyl-1-[(3-fluorophenyl)methyl]-1H-pyrrolo[2,3-b]pyridine-2-carboxamide), molar solution. Solvent: O1CCCC1 (tetrahydrofuran). The product is C(C)OC(=O)C=1N=C2N(C=CC(=C2)NC(=O)C2=CC=3C(=NC=C(C3)C(F)(F)F)N2CC2=CC(=CC=C2)F)C1 (N-[2-(Ethyloxycarbonyl)imidazo[1,2-a]pyrid-7-yl]-5-trifluoromethyl-1-[(3-fluoro-phenyl)methyl]-1H-pyrrolo[2,3-b]pyridine-2-carboxamide), OCC=1N=C2N(C=CC(=C2)NC(=O)C2=CC=3C(=NC=C(C3)C(F)(F)F)N2CC2=CC(=CC=C2)F)C1 (N-[2-(Hydroxymethyl)imidazo[1,2-a]pyrid-7-yl]-5-trifluoromethyl-1-[(3-fluoro-phenyl)methyl]-1H-pyrrolo[2,3-b]pyridine-2-carboxamide). The yield is 36.4%. As a reaction SMILES: [CH2:1]([O:3][C:4]([C:6]1[N:7]=[C:8]2[CH:13]=[C:12]([NH:14][C:15]([C:17]3[N:29]([CH2:30][C:31]4[CH:36]=[CH:35][CH:34]=[C:33]([F:37])[CH:32]=4)[C:20]4=[N:21][CH:22]=[C:23]([C:25]([F:28])([F:27])[F:26])[CH:24]=[C:19]4[CH:18]=3)=[O:16])[CH:11]=[CH:10][N:9]2[CH:38]=1)=[O:5])[CH3:2].[H-].[H-].[H-].[H-].[Li+].[Al+3]>O1CCCC1>[CH2:1]([O:3][C:4]([C:6]1[N:7]=[C:8]2[CH:13]=[C:12]([NH:14][C:15]([C:17]3[N:29]([CH2:30][C:31]4[CH:36]=[CH:35][CH:34]=[C:33]([F:37])[CH:32]=4)[C:20]4=[N:21][CH:22]=[C:23]([C:25]([F:27])([F:26])[F:28])[CH:24]=[C:19]4[CH:18]=3)=[O:16])[CH:11]=[CH:10][N:9]2[CH:38]=1)=[O:5])[CH3:2].[OH:3][CH2:4][C:6]1[N:7]=[C:8]2[CH:13]=[C:12]([NH:14][C:15]([C:17]3[N:29]([CH2:30][C:31]4[CH:36]=[CH:35][CH:34]=[C:33]([F:37])[CH:32]=4)[C:20]4=[N:21][CH:22]=[C:23]([C:25]([F:26])([F:28])[F:27])[CH:24]=[C:19]4[CH:18]=3)=[O:16])[CH:11]=[CH:10][N:9]2[CH:38]=1 |f:1.2.3.4.5.6|. Procedure details: Compound 18 was prepared according to a process similar to that described in step 17.4, by reacting 0.13 g (0.25 mmol) of N-[2-(ethyloxycarbonyl)imidazo[1,2-a]pyrid-7-yl]-5-trifluoromethyl-1-[(3-fluorophenyl)methyl]-1H-pyrrolo[2,3-b]pyridine-2-carboxamide, prepared according to the protocol described in step 18.1, with 0.32 mL of a molar solution of LiAlH4 in 4 mL of tetrahydrofuran. 22 mg of the expected product are obtained. Starting materials: CCN=C=NCCCN(C)C, CCN(C(C)C)C(C)C, ClCCl, Cl, Cl, CC(F)(F)CC(NC(=O)N1CCCOCC1)C(=O)O, CCC(N)C(O)c1nc(C2CC2)no1, O, On1nnc2ccccc21. Product: CCC(NC(=O)C(CC(C)(F)F)NC(=O)N1CCCOCC1)C(O)c1nc(C2CC2)no1. Reaction SMILES: [CH3:45][N:46]([CH3:47])[CH2:48][CH2:49][CH2:50][N:51]=[C:52]=[N:53][CH2:54][CH3:55].[CH:35]([N:36]([CH:37]([CH3:38])[CH3:39])[CH2:40][CH3:41])([CH3:42])[CH3:43].[Cl:67][CH2:68][Cl:69].[ClH:20].[ClH:44].[F:1][C:2]([CH2:3][CH:4]([C:5](=[O:6])[OH:7])[NH:8][C:9](=[O:10])[N:11]1[CH2:12][CH2:13][O:14][CH2:15][CH2:16][CH2:17]1)([CH3:18])[F:19].[NH2:21][CH:22]([CH:23]([OH:24])[c:25]1[n:26][c:27]([CH:30]2[CH2:31][CH2:32]2)[n:28][o:29]1)[CH2:33][CH3:34].[OH2:56].[OH:57][n:58]1[c:59]2[cH:60][cH:61][cH:62][cH:63][c:64]2[n:65][n:66]1>>[F:1][C:2]([CH2:3][CH:4]([C:5](=[O:7])[NH:21][CH:22]([CH:23]([OH:24])[c:25]1[n:26][c:27]([CH:30]2[CH2:31][CH2:32]2)[n:28][o:29]1)[CH2:33][CH3:34])[NH:8][C:9](=[O:10])[N:11]1[CH2:12][CH2:13][O:14][CH2:15][CH2:16][CH2:17]1)([CH3:18])[F:19]. Starting materials: C(C)OC(=O)C=1OC2=C(C1)C=C(C=C2)OC (5-methoxy-benzofuran-2-carboxylic acid ethyl ester), B(Br)(Br)Br (BBr3). Solvent: C(Cl)Cl (CH2Cl2). Run at temperature 0 celsius, time 2 hour. Yields the product C(C)OC(=O)C=1OC2=C(C1)C=C(C=C2)O (5-Hydroxy-benzofuran-2-carboxylic acid ethyl ester). RXN SMILES: [CH2:1]([O:3][C:4]([C:6]1[O:7][C:8]2[CH:14]=[CH:13][C:12]([O:15]C)=[CH:11][C:9]=2[CH:10]=1)=[O:5])[CH3:2].B(Br)(Br)Br>C(Cl)Cl>[CH2:1]([O:3][C:4]([C:6]1[O:7][C:8]2[CH:14]=[CH:13][C:12]([OH:15])=[CH:11][C:9]=2[CH:10]=1)=[O:5])[CH3:2]. Reported procedure: The above prepared 5-methoxy-benzofuran-2-carboxylic acid ethyl ester (8.10 g, 36.8 mmol) was dissolved in 250 mL of CH2Cl2, cooled to 0° C., and treated with BBr3 (73.6 mL of 1M solution in CH2Cl2, 2 eq.). After 2 h, the reaction mixture was carefully poured onto crashed ice, twofold extracted with CH2Cl2, washed with brine, dried over magnesium sulfate, and evaporated to dryness. Ensuing flash chromatography (SiO2, hexane/AcOEt=8/2) delivered then 5.63 g of the title compound as off-white crys... Starting materials: COCCOC, [K+], [OH-], Cc1ccc(S(=O)(=O)Cl)cc1, c1ccc2[nH]ccc2c1. Product: Cc1ccc(S(=O)(=O)n2ccc3ccccc32)cc1. RXN SMILES: [CH2:23]([CH2:24][O:25][CH3:26])[O:27][CH3:28].[K+:22].[OH-:21].[c:10]1([CH3:20])[cH:11][cH:12][c:13]([S:16](=[O:17])(=[O:18])[Cl:19])[cH:14][cH:15]1.[nH:1]1[cH:2][cH:3][c:4]2[cH:5][cH:6][cH:7][cH:8][c:9]12>>[n:1]1([S:16]([c:13]2[cH:12][cH:11][c:10]([CH3:20])[cH:15][cH:14]2)(=[O:17])=[O:18])[cH:2][cH:3][c:4]2[cH:5][cH:6][cH:7][cH:8][c:9]12. Reactants: [Na] (sodium), C[C@H](CNC(=O)OCC1=CC=C(C=C1)[N+](=O)[O-])S ((R)-1-methyl-2-(p-nitrobenzyloxycarbonylamino)ethanethiol), C(C)(=O)O[C@@H]1[C@H](C(N1)=O)[C@@H](C)O[Si](C)(C)C(C)(C)C ((3R, 4R)-4-acetoxy-3-[(R)-1-t-butyldimethylsilyloxyethyl]azetidin-2-one), C(=S)=S (carbon disulphide). The solvent is CO (methanol), C(C)(=O)O (acetic acid), C(C)(=O)OCC (ethyl acetate). Run at temperature 0 celsius, time 5 minute. Yields the product [Si](C)(C)(C(C)(C)C)O[C@H](C)[C@H]1C(N[C@@H]1SC(=S)S[C@@H](CNC(=O)OCC1=CC=C(C=C1)[N+](=O)[O-])C)=O ((3S, 4R)-3-[(R)-1-t-Butyldimethylsilyloxyethyl]-4-[(R)-1-methyl-2-(p-nitrobenzyloxycarbonylamino)ethylthio(thiocarbonyl)]thioazetidin-2-one). Isolated yield 83.6%. As a reaction SMILES: [Na].[CH3:2][C@@H:3]([SH:19])[CH2:4][NH:5][C:6]([O:8][CH2:9][C:10]1[CH:15]=[CH:14][C:13]([N+:16]([O-:18])=[O:17])=[CH:12][CH:11]=1)=[O:7].[C:20](=[S:22])=[S:21].C(O[C@H:27]1[NH:30][C:29](=[O:31])[C@@H:28]1[C@H:32]([O:34][Si:35]([C:38]([CH3:41])([CH3:40])[CH3:39])([CH3:37])[CH3:36])[CH3:33])(=O)C>CO.C(OCC)(=O)C.C(O)(=O)C>[Si:35]([O:34][C@@H:32]([C@@H:28]1[C@@H:27]([S:21][C:20]([S:19][C@H:3]([CH3:2])[CH2:4][NH:5][C:6]([O:8][CH2:9][C:10]2[CH:15]=[CH:14][C:13]([N+:16]([O-:18])=[O:17])=[CH:12][CH:11]=2)=[O:7])=[S:22])[NH:30][C:29]1=[O:31])[CH3:33])([C:38]([CH3:41])([CH3:39])[CH3:40])([CH3:37])[CH3:36] |^1:0|. Reported procedure: To a solution of sodium (518 mg, 22.5 mmole) in methanol (100 ml) was added at -10° C. (R)-1-methyl-2-(p-nitrobenzyloxycarbonylamino)ethanethiol (6.61 g, 23.1 mmole). The mixture was stirred for 5 minutes, and then carbon disulphide (1.76 g, 23.1 mmole) was added and stirring was continued for a further 10 minutes. (3R, 4R)-4-acetoxy-3-[(R)-1-t-butyldimethylsilyloxyethyl]azetidin-2-one (6.46 g, 22.5 mmole) was then added at the same temperature, after which the bath temperature was raised to 0° ... Reactants: ClC1=C(C(=CC=C1N(C(CNC(C=CC1=CC=C(C=C1)C(NC)=O)=O)=O)C)Cl)CO (2,6-dichloro-1-hydroxymethyl-3-[N-methyl-N-[4-(methylcarbamoyl)cinnamoylglycyl]amino]benzene), C1(=CC=CC=C1)P(C1=CC=CC=C1)C1=CC=CC=C1 (triphenylphosphine), C(Br)(Br)(Br)Br (carbon tetrabromide), C1(=CC=CC=C1)P(C1=CC=CC=C1)C1=CC=CC=C1 (triphenylphosphine), C(Br)(Br)(Br)Br (carbon tetrabromide). Run in ClCCl (dichloromethane). Run at time 3 hour. Yields the product ClC1=C(CBr)C(=CC=C1N(C(CNC(C=CC1=CC=C(C=C1)C(NC)=O)=O)=O)C)Cl (2,6-dichloro-3-[N-methyl-N-[4-(methylcarbamoyl)cinnamoylglycyl]amino]benzyl bromide). Yield: 69.3%. RXN SMILES: [Cl:1][C:2]1[C:7]([N:8]([CH3:27])[C:9](=[O:26])[CH2:10][NH:11][C:12](=[O:25])[CH:13]=[CH:14][C:15]2[CH:20]=[CH:19][C:18]([C:21](=[O:24])[NH:22][CH3:23])=[CH:17][CH:16]=2)=[CH:6][CH:5]=[C:4]([Cl:28])[C:3]=1[CH2:29]O.C1(P(C2C=CC=CC=2)C2C=CC=CC=2)C=CC=CC=1.C(Br)(Br)(Br)[Br:51]>ClCCl>[Cl:1][C:2]1[C:7]([N:8]([CH3:27])[C:9](=[O:26])[CH2:10][NH:11][C:12](=[O:25])[CH:13]=[CH:14][C:15]2[CH:20]=[CH:19][C:18]([C:21](=[O:24])[NH:22][CH3:23])=[CH:17][CH:16]=2)=[CH:6][CH:5]=[C:4]([Cl:28])[C:3]=1[CH2:29][Br:51]. Procedure details: To a mixture of 2,6-dichloro-1-hydroxymethyl-3-[N-methyl-N-[4-(methylcarbamoyl)cinnamoylglycyl]amino]benzene (8.10 g) in dichloromethane (81 ml) was added triphenylphosphine (5.66 g) and carbon tetrabromide (8.95 g) at 0° C. After 15 minutes the reaction mixture was stirred at ambient temperature for 3 hours. To the mixture was added triphenylphosphine (1.42 g) and carbon tetrabromide (2.39 g) and stirred for another 2 hours. The reaction mixture was washed with saturated sodium hydrogen carbona... Starting materials: CCCCCCCCCCc1ccc2nc(-c3ccc(OC)cc3)ccc2c1, CC(=O)O, O. The product is CCCCCCCCCCc1ccc2nc(-c3ccc(O)cc3)ccc2c1. RXN SMILES: [CH2:5]([CH2:6][CH2:7][CH2:8][CH2:9][CH2:10][CH2:11][CH2:12][CH2:13][CH3:14])[c:15]1[cH:16][c:17]2[cH:18][cH:19][c:20](-[c:25]3[cH:26][cH:27][c:28]([O:31][CH3:32])[cH:29][cH:30]3)[n:21][c:22]2[cH:23][cH:24]1.[CH3:1][C:2](=[O:3])[OH:4].[OH2:33]>>[CH2:5]([CH2:6][CH2:7][CH2:8][CH2:9][CH2:10][CH2:11][CH2:12][CH2:13][CH3:14])[c:15]1[cH:16][c:17]2[cH:18][cH:19][c:20](-[c:25]3[cH:26][cH:27][c:28]([OH:31])[cH:29][cH:30]3)[n:21][c:22]2[cH:23][cH:24]1. The reactants are CC=1N(C2=C(C=NC=3C=CC=CC23)N1)CCC(=O)OCC (ethyl 3-(2-methyl-1H-imidazo[4,5-c]quinolin-1-yl)propanoate). The solvent is C(CC)N (Propylamine). The product is CC=1N(C2=C(C=NC=3C=CC=CC23)N1)CCC(=O)NCCC (3-(2-methyl-1H-imidazo[4,5-c]quinolin-1-yl)-N-propylpropanamide). Yield: 198.5%. RXN SMILES: [CH3:1][C:2]1[N:3]([CH2:15][CH2:16][C:17]([O:19]CC)=O)[C:4]2[C:13]3[CH:12]=[CH:11][CH:10]=[CH:9][C:8]=3[N:7]=[CH:6][C:5]=2[N:14]=1>C(N)CC>[CH3:1][C:2]1[N:3]([CH2:15][CH2:16][C:17]([NH:3][CH2:4][CH2:5][CH3:6])=[O:19])[C:4]2[C:13]3[CH:12]=[CH:11][CH:10]=[CH:9][C:8]=3[N:7]=[CH:6][C:5]=2[N:14]=1. Procedure: Propylamine (20 mL) and ethyl 3-(2-methyl-1H-imidazo[4,5-c]quinolin-1-yl)propanoate (5.77 g, 20.4 mmol) were heated overnight at 100° C. in a sealed vessel. The reaction was allowed to cool to ambient temperature and concentrated under reduced pressure to provide 6.0 g of 3-(2-methyl-1H-imidazo[4,5-c]quinolin-1-yl)-N-propylpropanamide.